From a dataset of the Open Reaction Database (ORD), a public repository of structured organic reaction records. describe an organic reaction: reactants, conditions, products, and yield Starting materials: O=C([O-])O, COS(=O)(=O)OC, Cc1nc(C)c([N+](=O)[O-])[nH]1, [Na+], O. Yields the product Cc1nc(C)n(C)c1[N+](=O)[O-]. RXN SMILES: [C:18](=[O:19])([OH:20])[O-:21].[CH3:11][O:12][S:13]([O:14][CH3:15])(=[O:16])=[O:17].[CH3:1][c:2]1[nH:3][c:4]([N+:8](=[O:9])[O-:10])[c:5]([CH3:7])[n:6]1.[Na+:22].[OH2:23]>>[CH3:1][c:2]1[n:3]([CH3:11])[c:4]([N+:8](=[O:9])[O-:10])[c:5]([CH3:7])[n:6]1.